describe an organic reaction: reactants, conditions, products, and yield From a dataset of the Open Reaction Database (ORD), a public repository of structured organic reaction records. The reactants are CO, Cc1ccc(-c2ccc(S(=O)(=O)Cl)s2)cc1, ClC(Cl)Cl, Cc1noc(N)c1Br. Yields the product Cc1ccc(-c2ccc(S(=O)(=O)Nc3onc(C)c3Br)s2)cc1. RXN SMILES: [CH3:25][OH:26].[Cl:1][S:2](=[O:3])(=[O:4])[c:5]1[s:6][c:7](-[c:10]2[cH:11][cH:12][c:13]([CH3:16])[cH:14][cH:15]2)[cH:8][cH:9]1.[Cl:27][CH:28]([Cl:29])[Cl:30].[NH2:17][c:18]1[c:19]([Br:24])[c:20]([CH3:23])[n:21][o:22]1>>[S:2](=[O:3])(=[O:4])([c:5]1[s:6][c:7](-[c:10]2[cH:11][cH:12][c:13]([CH3:16])[cH:14][cH:15]2)[cH:8][cH:9]1)[NH:17][c:18]1[c:19]([Br:24])[c:20]([CH3:23])[n:21][o:22]1.